This data is from the Open Reaction Database (ORD), a public repository of structured organic reaction records. The task is: describe an organic reaction: reactants, conditions, products, and yield As a reaction SMILES: [CH2:1]([CH3:2])[O:3][C:4](=[O:5])[c:6]1[c:7]([CH3:24])[n:8][c:9]2[cH:10][cH:11][cH:12][c:13]([O:17][CH2:18][CH:19]3[CH2:20][CH2:21][CH2:22][CH2:23]3)[c:14]2[c:15]1[NH2:16].[CH3:27][CH2:28][OH:29].[Na+:26].[OH-:25]>>[O:3]=[C:4]([OH:5])[c:6]1[c:7]([CH3:24])[n:8][c:9]2[cH:10][cH:11][cH:12][c:13]([O:17][CH2:18][CH:19]3[CH2:20][CH2:21][CH2:22][CH2:23]3)[c:14]2[c:15]1[NH2:16]. Starting materials: CCOC(=O)c1c(C)nc2cccc(OCC3CCCC3)c2c1N, CCO, [Na+], [OH-]. Product: Cc1nc2cccc(OCC3CCCC3)c2c(N)c1C(=O)O. Reactants: C[SiH](C)Oc1ccc(Br)cc1, C[SiH](C)Cl, [Mg], C1CCOC1. The product is C[SiH](C)Oc1ccc([SiH](C)C)cc1. RXN SMILES: [Br:6][c:7]1[cH:8][cH:9][c:10]([O:11][SiH:12]([CH3:13])[CH3:14])[cH:15][cH:16]1.[CH3:2][SiH:3]([Cl:4])[CH3:5].[Mg:1].[O:17]1[CH2:18][CH2:19][CH2:20][CH2:21]1>>[CH3:2][SiH:3]([CH3:5])[c:7]1[cH:8][cH:9][c:10]([O:11][SiH:12]([CH3:13])[CH3:14])[cH:15][cH:16]1. The reactants are ClC=1C=CC2=C(C(CCS2)C(=O)O)C1 (6-chloro-3,4-dihydro-2H-1-benzothiopyran-4-carboxylic acid), S(O)(O)(=O)=O (sulfuric acid), C(C)O (ethanol). Yields the product ClC=1C=CC2=C(C(CCS2)C(=O)OCC)C1 (Ethyl 6-chloro-3,4-dihydro-2H-1-benzothiopyran-4-carboxylate). As a reaction SMILES: [Cl:1][C:2]1[CH:3]=[CH:4][C:5]2[S:10][CH2:9][CH2:8][CH:7]([C:11]([OH:13])=[O:12])[C:6]=2[CH:14]=1.S(=O)(=O)(O)O.[CH2:20](O)[CH3:21]>>[Cl:1][C:2]1[CH:3]=[CH:4][C:5]2[S:10][CH2:9][CH2:8][CH:7]([C:11]([O:13][CH2:20][CH3:21])=[O:12])[C:6]=2[CH:14]=1. Procedure details: A mixture of 6-chloro-3,4-dihydro-2H-1-benzothiopyran-4-carboxylic acid (12.56 g, 0.055 mol) and concentrated sulfuric acid (20 mL) in ethanol is heated at reflux for 29 hours, cooled, concentrated in vacuo and diluted with a water/methylene chloride mixture. The aqueous phase is separated and extracted with methylene chloride. The organic phase and organic extracts are combined, dried, decolorized with activated carbon and concentrated in vacuo to give the title product as a pale yellow oil (12... The reactants are [CH2]C, CCn1nc(C)c2c1C(=O)NCC(c1ccc(OC)cc1)=N2, [CH3], COc1ccc(P2(=S)SP(=S)(c3ccc(OC)cc3)S2)cc1, Cc1ccccc1. Product: CCn1nc(C)c2c1C(=S)NCC(c1ccc(OC)cc1)=N2. RXN SMILES: [CH2:2][CH3:3].[CH2:4]([CH3:5])[n:6]1[n:7][c:8]([CH3:25])[c:9]2[c:15]1[C:14](=[O:16])[NH:13][CH2:12][C:11]([c:17]1[cH:18][cH:19][c:20]([O:23][CH3:24])[cH:21][cH:22]1)=[N:10]2.[CH3:1].[CH3:26][O:27][c:28]1[cH:29][cH:30][c:31]([P:32]2(=[S:35])[S:33][P:34]([c:36]3[cH:37][cH:38][c:39]([O:40][CH3:41])[cH:42][cH:43]3)(=[S:44])[S:45]2)[cH:46][cH:47]1.[CH3:48][c:49]1[cH:50][cH:51][cH:52][cH:53][cH:54]1>>[CH2:4]([CH3:5])[n:6]1[n:7][c:8]([CH3:25])[c:9]2[c:15]1[C:14](=[S:35])[NH:13][CH2:12][C:11]([c:17]1[cH:18][cH:19][c:20]([O:23][CH3:24])[cH:21][cH:22]1)=[N:10]2. The reactants are FC(F)(F)Oc1ccc(Br)cc1, CC(=O)[O-], CC(=O)[O-], CC(C)(C)[O-], CCOC(C)=O, Cc1ccccc1, NC1CCN(Cc2ccccc2)CC1, [Na+], O, [Pd+2]. Product: FC(F)(F)Oc1ccc(NC2CCN(Cc3ccccc3)CC2)cc1. RXN SMILES: [Br:1][c:2]1[cH:3][cH:4][c:5]([O:8][C:9]([F:10])([F:11])[F:12])[cH:6][cH:7]1.[C:46]([O-:47])(=[O:48])[CH3:49].[C:51]([O-:52])(=[O:53])[CH3:54].[CH3:27][C:28]([CH3:29])([O-:30])[CH3:31].[CH3:33][CH2:34][O:35][C:36](=[O:37])[CH3:38].[CH3:39][c:40]1[cH:41][cH:42][cH:43][cH:44][cH:45]1.[NH2:13][CH:14]1[CH2:15][CH2:16][N:17]([CH2:20][c:21]2[cH:22][cH:23][cH:24][cH:25][cH:26]2)[CH2:18][CH2:19]1.[Na+:32].[OH2:55].[Pd+2:50]>>[c:2]1([NH:13][CH:14]2[CH2:15][CH2:16][N:17]([CH2:20][c:21]3[cH:22][cH:23][cH:24][cH:25][cH:26]3)[CH2:18][CH2:19]2)[cH:3][cH:4][c:5]([O:8][C:9]([F:10])([F:11])[F:12])[cH:6][cH:7]1.